The task is: describe an organic reaction: reactants, conditions, products, and yield. This data is from the Open Reaction Database (ORD), a public repository of structured organic reaction records. Starting materials: C(#N)C=1C(=NN2C1NCCC2C2=C(C=CC=C2)NC(OCC2=CC=CC=C2)=O)C2=CC=C(C=C2)OC2=CC=C(C=C2)F (benzyl 2-(3-cyano-2-(4-(4-fluorophenoxyl)phenyl)-4,5,6,7-tetrahydropyrazolo[1,5-a]pyrimidin-7-yl)phenylcarbamate), ClCCC(=O)NC=1C=C(C=CC1)C1CCNC=2N1N=C(C2C(=O)N)C2=CC=C(C=C2)OC2=CC=CC=C2 (7-(3-(3-chloropropanamido)phenyl)-2-(4-phenoxyphenyl)-4,5,6,7-tetrahydropyrazolo[1,5-a]pyrimidine-3-carboxamide). Reported procedure: The desired product was prepared from benzyl 2-(3-cyano-2-(4-(4-fluorophenoxyl)phenyl)-4,5,6,7-tetrahydropyrazolo[1,5-a]pyrimidin-7-yl)phenylcarbamate using the procedure similar to step 2 for compound 2. MS (ESI) m/e [M+1]+ 577.9. The product is C(N)(=O)C=1C(=NN2C1NCCC2C2=C(C=CC=C2)NC(OCC2=CC=CC=C2)=O)C2=CC=C(C=C2)OC2=CC=C(C=C2)F (Benzyl 2-(3-carbamoyl-2-(4-(4-fluorophenoxyl)phenyl)-4,5,6,7-tetrahydro pyrazolo[1,5-a]pyrimidin-7-yl)phenylcarbamate). RXN SMILES: [C:1]([C:3]1[C:4]([C:29]2[CH:34]=[CH:33][C:32]([O:35][C:36]3[CH:41]=[CH:40][C:39]([F:42])=[CH:38][CH:37]=3)=[CH:31][CH:30]=2)=[N:5][N:6]2[CH:11]([C:12]3[CH:17]=[CH:16][CH:15]=[CH:14][C:13]=3[NH:18][C:19](=[O:28])[O:20][CH2:21][C:22]3[CH:27]=[CH:26][CH:25]=[CH:24][CH:23]=3)[CH2:10][CH2:9][NH:8][C:7]=12)#[N:2].ClCCC(NC1C=C(C2N3N=C(C4C=CC(OC5C=CC=CC=5)=CC=4)C(C(N)=O)=C3NCC2)C=CC=1)=[O:47]>>[C:1]([C:3]1[C:4]([C:29]2[CH:34]=[CH:33][C:32]([O:35][C:36]3[CH:37]=[CH:38][C:39]([F:42])=[CH:40][CH:41]=3)=[CH:31][CH:30]=2)=[N:5][N:6]2[CH:11]([C:12]3[CH:17]=[CH:16][CH:15]=[CH:14][C:13]=3[NH:18][C:19](=[O:28])[O:20][CH2:21][C:22]3[CH:27]=[CH:26][CH:25]=[CH:24][CH:23]=3)[CH2:10][CH2:9][NH:8][C:7]=12)(=[O:47])[NH2:2]. Starting materials: C(C1=CC=CC=C1)N1CC2C(NCCC2C1)=O (2-Benzyl-octahydro-pyrrolo[3,4-c]pyridin-4-one), [H-].[H-].[H-].[H-].[Li+].[Al+3] (LiAlH4). Solvent: C1CCOC1 (THF). Conditions: temperature 50 celsius, time 5 minute. The product is C(C1=CC=CC=C1)N1CC2CNCCC2C1 (2-Benzyl-octahydro-pyrrolo[3,4-c]pyridine). The yield is 102.3%. RXN SMILES: [CH2:1]([N:8]1[CH2:16][CH:15]2[CH:10]([C:11](=O)[NH:12][CH2:13][CH2:14]2)[CH2:9]1)[C:2]1[CH:7]=[CH:6][CH:5]=[CH:4][CH:3]=1.[H-].[H-].[H-].[H-].[Li+].[Al+3]>C1COCC1>[CH2:1]([N:8]1[CH2:16][CH:15]2[CH:10]([CH2:11][NH:12][CH2:13][CH2:14]2)[CH2:9]1)[C:2]1[CH:7]=[CH:6][CH:5]=[CH:4][CH:3]=1 |f:1.2.3.4.5.6|. Procedure details: To a solution of the lactam from Example 22C (0.46 g) in THF (5 mL) was added 1M LiAlH4 (4.0 mL). The mixture was heated at 50° C. for 2 h, cooled to 15° C., and quenched by cautious addition of water (0.15 mL), followed by 15% NaOH (0.15 mL), then water (0.456 mL). The mixture was stirred for 5 minutes and filtered and washed with THF (3×5 mL). The filtrate was concentrated in vacuo to afford 442 mg of the title compound as a clear oil (quantitative yield). MS (CI) m/z 217 (M+H)+; 1H NMR: δ 1.8...